Task: describe an organic reaction: reactants, conditions, products, and yield. Dataset: the Open Reaction Database (ORD), a public repository of structured organic reaction records Starting materials: BrC=1C=CC(=NC1)O (5-bromopyridin-2-ol), ClC1=NC2=C(N1COCC[Si](C)(C)C)C=CC=C2 (2-chloro-1-{[2-(trimethylsilyl)ethoxy]methyl}-1H-benzo[d]imidazole), O (water), [H-].[Na+] (NaH). Solvent: CN(C)C=O (DMF). Run at time 30 minute. Product: BrC=1C=CC(=NC1)OC1=NC2=C(N1COCC[Si](C)(C)C)C=CC=C2 (2-(5-bromopyridin-2-yloxy)-1-((2-(trimethylsilyl)ethoxy)methyl)-1H-benzo[d]imidazole), BrC=1C=CC(N(C1)C1=NC2=C(N1COCC[Si](C)(C)C)C=CC=C2)=O (5-bromo-1-(1-{[2-(trimethylsilyl)ethoxy]methyl}-1H-benzo[d]imidazol-2-yl)pyridin-2(1H)-one). RXN SMILES: [Br:1][C:2]1[CH:3]=[CH:4][C:5]([OH:8])=[N:6][CH:7]=1.[H-].[Na+].Cl[C:12]1[N:16]([CH2:17][O:18][CH2:19][CH2:20][Si:21]([CH3:24])([CH3:23])[CH3:22])[C:15]2[CH:25]=[CH:26][CH:27]=[CH:28][C:14]=2[N:13]=1.O>CN(C=O)C>[Br:1][C:2]1[CH:3]=[CH:4][C:5]([O:8][C:12]2[N:16]([CH2:17][O:18][CH2:19][CH2:20][Si:21]([CH3:23])([CH3:24])[CH3:22])[C:15]3[CH:25]=[CH:26][CH:27]=[CH:28][C:14]=3[N:13]=2)=[N:6][CH:7]=1.[Br:1][C:2]1[CH:3]=[CH:4][C:5](=[O:8])[N:6]([C:12]2[N:16]([CH2:17][O:18][CH2:19][CH2:20][Si:21]([CH3:23])([CH3:24])[CH3:22])[C:15]3[CH:25]=[CH:26][CH:27]=[CH:28][C:14]=3[N:13]=2)[CH:7]=1 |f:1.2|. Reported procedure: To a stirred mixture of 5-bromopyridin-2-ol (500 mg) in DMF (10 mL) was added NaH (60% in oil, 115 mg) at room temperature. The mixture was stirred at room temperature for 30 min and then 2-chloro-1-{[2-(trimethylsilyl)ethoxy]methyl}-1H-benzo[d]imidazole (813 mg) was added. The mixture was exposed to microwave irradiation at 200° C. for 1 h, treated with water, and extracted with AcOEt. The organic layer was dried over MgSO4 and concentrated under reduced pressure. The residue was purified by si...